This data is from the Open Reaction Database (ORD), a public repository of structured organic reaction records. The task is: describe an organic reaction: reactants, conditions, products, and yield Starting materials: C(C)OC(CC1CN(CC1)C(=O)OC(C)(C)C)=O (tert-butyl 3-(2-ethoxy-2-oxoethyl)pyrrolidine-1-carboxylate), [H-].C(C(C)C)[Al+]CC(C)C (diisobutylaluminum hydride). Solvent: ClCCl (dichloromethane). Reaction conditions: temperature -78 celsius, time 1 hour. Product: O=CCC1CN(CC1)C(=O)OC(C)(C)C (tert-butyl 3-(2-oxoethyl)pyrrolidine-1-carboxylate). As a reaction SMILES: C([O:3][C:4](=O)[CH2:5][CH:6]1[CH2:10][CH2:9][N:8]([C:11]([O:13][C:14]([CH3:17])([CH3:16])[CH3:15])=[O:12])[CH2:7]1)C.[H-].C([Al+]CC(C)C)C(C)C>ClCCl>[O:3]=[CH:4][CH2:5][CH:6]1[CH2:10][CH2:9][N:8]([C:11]([O:13][C:14]([CH3:17])([CH3:16])[CH3:15])=[O:12])[CH2:7]1 |f:1.2|. Procedure: A flask was charged with tert-butyl 3-(2-ethoxy-2-oxoethyl)pyrrolidine-1-carboxylate (160 g, 623 mmol) and dichloromethane (2,500 ml) and cooled to −78° C. A solution of diisobutylaluminum hydride (800 ml, 1.10 equiv) was added dropwise, such that the internal temperature was maintained at −78° C. After 1 h at 78° C., the reaction mixture was quenched by the addition of 30 ml of methanol. After warming to ambient temperature, the mixture was filtered and the filter cake was washed with dichlorom...